describe an organic reaction: reactants, conditions, products, and yield From a dataset of the Open Reaction Database (ORD), a public repository of structured organic reaction records. The reactants are CCOC(=O)CN, COc1cc(C=O)cc(OC)c1OC, CCO, Cl, [H][H], [Na+], O=C([O-])O. The product is CCOC(=O)CNCc1cc(OC)c(OC)c(OC)c1. RXN SMILES: [CH2:16]([CH3:17])[O:18][C:19]([CH2:20][NH2:21])=[O:22].[CH3:1][O:2][c:3]1[cH:4][c:5]([CH:6]=[O:7])[cH:8][c:9]([O:13][CH3:14])[c:10]1[O:11][CH3:12].[CH3:30][CH2:31][OH:32].[ClH:15].[H:28][H:29].[Na+:23].[OH:24][C:25](=[O:26])[O-:27]>>[CH3:1][O:2][c:3]1[cH:4][c:5]([CH2:6][NH:21][CH2:20][C:19]([O:18][CH2:16][CH3:17])=[O:22])[cH:8][c:9]([O:13][CH3:14])[c:10]1[O:11][CH3:12]. The reactants are ClC=1C2=C(C(=NN1)N1CCC(CC1)O)C=NC1=C2C=NN1CC (1-(9-Chloro-3-ethyl-3H-pyrazolo-[4′,3′:5,6]pyrido-[3,4-d]pyridazin-6-yl)-4-piperidinol), ClCCl.CO (dichloromethane methanol), Cl.ClC=1C=C(C=CC1OC)CN ((3-chloro-4-methoxyphenyl)methylamine hydrogen chloride), C(C)(C)N(CC)C(C)C (diisopropylethylamine). The solvent is CN1C(CCC1)=O (N-methylpyrrolidinone). Run at time 2 hour. Product: ClC=1C=C(C=CC1OC)CNC=1C2=C(C(=NN1)N1CCC(CC1)O)C=NC1=C2C=NN1CC (1-[9-[[(3-Chloro-4-methoxyphenyl)methyl]amino]-3-ethyl-3H-pyrazolo[4′,3′:5,6]pyrido[3,4-d]pyridazin-6-yl]-4-piperidinol). The yield is 59.4%. As a reaction SMILES: Cl[C:2]1[C:3]2[C:18]3[CH:19]=[N:20][N:21]([CH2:22][CH3:23])[C:17]=3[N:16]=[CH:15][C:4]=2[C:5]([N:8]2[CH2:13][CH2:12][CH:11]([OH:14])[CH2:10][CH2:9]2)=[N:6][N:7]=1.Cl.[Cl:25][C:26]1[CH:27]=[C:28]([CH2:34][NH2:35])[CH:29]=[CH:30][C:31]=1[O:32][CH3:33].C(N(C(C)C)CC)(C)C.ClCCl.CO>CN1CCCC1=O>[Cl:25][C:26]1[CH:27]=[C:28]([CH2:34][NH:35][C:2]2[C:3]3[C:18]4[CH:19]=[N:20][N:21]([CH2:22][CH3:23])[C:17]=4[N:16]=[CH:15][C:4]=3[C:5]([N:8]3[CH2:9][CH2:10][CH:11]([OH:14])[CH2:12][CH2:13]3)=[N:6][N:7]=2)[CH:29]=[CH:30][C:31]=1[O:32][CH3:33] |f:1.2,4.5|. Procedure: 1-(9-Chloro-3-ethyl-3H-pyrazolo-[4′,3′:5,6]pyrido-[3,4-d]pyridazin-6-yl)-4-piperidinol (2.4 g, 7.2 mmol) and (3-chloro-4-methoxyphenyl)methylamine hydrogen chloride (7.5 g, 5 eq) were suspended in N-methylpyrrolidinone (20 mL) and diisopropylethylamine (5 eq) in a 100 mL pressure tube. The reaction tube was submerged in a preheated oil bath at 170° C. for 2 h. HPLC analysis showed complete consumption of starting material. The reaction was cooled to rt and diluted with EtOAc (250 mL). This solut... The reactants are O=C([O-])[O-], O=C=O, CCOC(=O)CC#N, CS(C)=O, Cl, N#Cc1c(F)cccc1F, [K+], [K+]. The product is CCOC(=O)C(C#N)c1cccc(F)c1C#N. As a reaction SMILES: [C:19](=[O:20])([O-:21])[O-:22].[C:26](=[O:27])=[O:28].[CH2:1]([CH3:2])[O:3][C:4]([CH2:5][C:6]#[N:7])=[O:8].[CH3:29][S:30](=[O:31])[CH3:32].[ClH:25].[F:9][c:10]1[c:11]([C:12]#[N:13])[c:14]([F:18])[cH:15][cH:16][cH:17]1.[K+:23].[K+:24]>>[CH2:1]([CH3:2])[O:3][C:4]([CH:5]([C:6]#[N:7])[c:14]1[c:11]([C:12]#[N:13])[c:10]([F:9])[cH:17][cH:16][cH:15]1)=[O:8]. The reactants are O=C([O-])[O-], CI, CC(C)=O, O=Cc1cc(F)cc(Cl)c1O, [K+], [K+]. The product is COc1c(Cl)cc(F)cc1C=O. RXN SMILES: [C:12](=[O:13])([O-:14])[O-:15].[CH3:18][I:19].[CH3:20][C:21](=[O:22])[CH3:23].[Cl:1][c:2]1[c:3]([OH:11])[c:4]([CH:5]=[O:6])[cH:7][c:8]([F:10])[cH:9]1.[K+:16].[K+:17]>>[Cl:1][c:2]1[c:3]([O:11][CH3:12])[c:4]([CH:5]=[O:6])[cH:7][c:8]([F:10])[cH:9]1.